Dataset: the Open Reaction Database (ORD), a public repository of structured organic reaction records. Task: describe an organic reaction: reactants, conditions, products, and yield Starting materials: C, CCOC(=O)c1cn(Cc2ccc(Oc3ccccc3)cc2)nc1OCc1ccc(Oc2ccccc2)cc1, C1CCOC1, [Pd]. Yields the product CCOC(=O)c1cn(Cc2ccc(Oc3ccccc3)cc2)nc1O. Reaction SMILES: [C:40].[O:1]([c:2]1[cH:3][cH:4][cH:5][cH:6][cH:7]1)[c:8]1[cH:9][cH:10][c:11]([CH2:12][n:13]2[n:14][c:15]([O:23][CH2:24][c:25]3[cH:26][cH:27][c:28]([O:29][c:30]4[cH:31][cH:32][cH:33][cH:34][cH:35]4)[cH:36][cH:37]3)[c:16]([C:18](=[O:19])[O:20][CH2:21][CH3:22])[cH:17]2)[cH:38][cH:39]1.[O:42]1[CH2:43][CH2:44][CH2:45][CH2:46]1.[Pd:41]>>[O:1]([c:2]1[cH:3][cH:4][cH:5][cH:6][cH:7]1)[c:8]1[cH:9][cH:10][c:11]([CH2:12][n:13]2[n:14][c:15]([OH:23])[c:16]([C:18](=[O:19])[O:20][CH2:21][CH3:22])[cH:17]2)[cH:38][cH:39]1. The reagents and catalysts are C=1C=CC(=CC1)[P](C=2C=CC=CC2)(C=3C=CC=CC3)[Pd]([P](C=4C=CC=CC4)(C=5C=CC=CC5)C=6C=CC=CC6)([P](C=7C=CC=CC7)(C=8C=CC=CC8)C=9C=CC=CC9)[P](C=1C=CC=CC1)(C=1C=CC=CC1)C=1C=CC=CC1 (Pd(PPh3)4), [Cu]I (copper(I) iodide). Reported procedure: A solution of 10 g (17.6 mmol) of (2E)-N-[2-(3,4-dimethoxyphenyl)ethyl]-4-methyl-2-(tributylstannyl)-2-pentenamide (5) in 15 ml of dimethylformamide (DMF) was mixed with 4.2 g (17.7 mmol) of 4-chloroiodobenzene, 0.5 g of Pd(PPh3)4 and 0.5 g of copper(I) iodide. After stirring for approximately 14 hours at 20 to 25° C., the reaction solution was poured into water and extracted with MTBE. The organic phases were washed with water, dried and freed from the solvent. After chromatographing on silica ... The reactants are COC=1C=C(C=CC1OC)CCNC(/C(=C\C(C)C)/[Sn](CCCC)(CCCC)CCCC)=O ((2E)-N-[2-(3,4-dimethoxyphenyl)ethyl]-4-methyl-2-(tributylstannyl)-2-pentenamide), ClC1=CC=C(C=C1)I (4-chloroiodobenzene), O (water). Run at temperature 22.5 celsius, time 14 hour. Run in CN(C=O)C (dimethylformamide). As a reaction SMILES: [CH3:1][O:2][C:3]1[CH:4]=[C:5]([CH2:11][CH2:12][NH:13][C:14](=[O:33])/[C:15](/[Sn](CCCC)(CCCC)CCCC)=[CH:16]\[CH:17]([CH3:19])[CH3:18])[CH:6]=[CH:7][C:8]=1[O:9][CH3:10].[Cl:34][C:35]1[CH:40]=[CH:39][C:38](I)=[CH:37][CH:36]=1.O>CN(C)C=O.C1C=CC([P]([Pd]([P](C2C=CC=CC=2)(C2C=CC=CC=2)C2C=CC=CC=2)([P](C2C=CC=CC=2)(C2C=CC=CC=2)C2C=CC=CC=2)[P](C2C=CC=CC=2)(C2C=CC=CC=2)C2C=CC=CC=2)(C2C=CC=CC=2)C2C=CC=CC=2)=CC=1.[Cu]I>[Cl:34][C:35]1[CH:40]=[CH:39][C:38](/[C:15](=[CH:16]/[CH:17]([CH3:18])[CH3:19])/[C:14]([NH:13][CH2:12][CH2:11][C:5]2[CH:6]=[CH:7][C:8]([O:9][CH3:10])=[C:3]([O:2][CH3:1])[CH:4]=2)=[O:33])=[CH:37][CH:36]=1 |^1:51,53,72,91|. Yields the product ClC1=CC=C(C=C1)/C(/C(=O)NCCC1=CC(=C(C=C1)OC)OC)=C/C(C)C ((2Z)-2-(4-chlorophenyl)-N-[2-(3,4-dimethoxyphenyl)ethyl]-4-methyl-2-pentenamide). Yield: 85.0%. Starting materials: NCCCCCCCCCCC(=O)O (11-Aminoundecanoic acid), ClCC(=O)Cl (chloroacetyl chloride). The solvent is C(C)(=O)OCC (ethyl acetate). Run at time 1 hour. Yields the product ClCC(=O)NCCCCCCCCCCC(=O)O (N-chloroacetylamino-11-undecanoic acid). The yield is 96.0%. Reaction SMILES: [NH2:1][CH2:2][CH2:3][CH2:4][CH2:5][CH2:6][CH2:7][CH2:8][CH2:9][CH2:10][CH2:11][C:12]([OH:14])=[O:13].[Cl:15][CH2:16][C:17](Cl)=[O:18]>C(OCC)(=O)C>[Cl:15][CH2:16][C:17]([NH:1][CH2:2][CH2:3][CH2:4][CH2:5][CH2:6][CH2:7][CH2:8][CH2:9][CH2:10][CH2:11][C:12]([OH:14])=[O:13])=[O:18]. Procedure: 11-Aminoundecanoic acid (10.7 grams; 0.05 mole) was added to 125 ml of ethyl acetate and refluxed with 5 ml of chloroacetyl chloride as above. After one hour no precipitate was noted and the excess chloroacetyl chloride and ethyl acetate was removed by vacuum distillation. 14 Grams (96% yield) of N-chloroacetylamino-11-undecanoic acid was obtained. This compound was confirmed by elemental analysis and infrared spectroscopy.